This data is from the Open Reaction Database (ORD), a public repository of structured organic reaction records. The task is: describe an organic reaction: reactants, conditions, products, and yield Reactants: C=1(O)C(O)=CC=CC1 (catechol), C(C)O[Si](OCC)(OCC)OCC (tetraethoxysilane). Solvent: C1(=CC=CC=C1)C (toluene). The product is C=1(O)C(O)=CC=CC1.[Si] (catechol silicon). Reaction SMILES: [C:1]1([C:3](=[CH:5][CH:6]=[CH:7][CH:8]=1)[OH:4])[OH:2].C(O[Si:12](OCC)(OCC)OCC)C>C1(C)C=CC=CC=1>[C:1]1([C:3](=[CH:5][CH:6]=[CH:7][CH:8]=1)[OH:4])[OH:2].[Si:12] |f:3.4|. Reported procedure: A solution of catechol (22.0 g, 0.20 mmol) and toluene (220 mL) was dehydrated by distilling 20 mL of the solution. Thereafter, 20.8 g (0.10 mmol) of tetraethoxysilane (TEOS) was added to the solution while stirring. The mixed solution was refluxed for 1 hour, and then, while the distillation temperature was 100° C. or higher, distilled at a liquid flow rate of 15 mL/h until the amount of the solution became 100 mL. As a result, catechol-silicon complex toluene was obtained. To 2 mL of catechol-... Reactants: B, C1CCOC1, O=C(O)c1c(Cl)cc(Cl)cc1Cl. Yields the product OCc1c(Cl)cc(Cl)cc1Cl. As a reaction SMILES: [BH3:13].[CH2:14]1[O:15][CH2:16][CH2:17][CH2:18]1.[Cl:1][c:2]1[c:3]([C:4](=[O:5])[OH:6])[c:7]([Cl:12])[cH:8][c:9]([Cl:11])[cH:10]1>>[Cl:1][c:2]1[c:3]([CH2:4][OH:5])[c:7]([Cl:12])[cH:8][c:9]([Cl:11])[cH:10]1. Product: OCCS(=O)(=O)C=1C(=C(C=C(C1)C1OC(CC1)C1=CC(=C(C(=C1)OC)OC)OC)OC)OCCC (5-(2-hydroxyethylsulfonyl)-4-n-propoxy-3-methoxyphenyl -5-(3,4,5-trimethoxyphenyl)tetrahydrofuran). Reaction SMILES: [Si]([O:8][CH2:9][CH2:10][S:11]([C:14]1[C:15]([O:40][CH2:41][CH2:42][CH3:43])=[C:16]([O:38][CH3:39])[CH:17]=[C:18]([C:20](=O)[CH2:21][CH2:22][C:23]([C:25]2[CH:30]=[C:29]([O:31][CH3:32])[C:28]([O:33][CH3:34])=[C:27]([O:35][CH3:36])[CH:26]=2)=[O:24])[CH:19]=1)(=[O:13])=[O:12])(C(C)(C)C)(C)C.[Si](OCCS(C1C(OCCC)=C(OC)C=C([C@@H](O)CCC(=O)C2C=C(OC)C(OC)=C(OC)C=2)C=1)(=O)=O)(C(C)(C)C)(C)C.[BH4-].[Na+].C(O)(C(F)(F)F)=O.[N+](CCCC)(CCCC)(CCCC)CCCC.[F-]>C1COCC1.C(Cl)(Cl)Cl.CO>[OH:8][CH2:9][CH2:10][S:11]([C:14]1[C:15]([O:40][CH2:41][CH2:42][CH3:43])=[C:16]([O:38][CH3:39])[CH:17]=[C:18]([CH:20]2[CH2:21][CH2:22][CH:23]([C:25]3[CH:30]=[C:29]([O:31][CH3:32])[C:28]([O:33][CH3:34])=[C:27]([O:35][CH3:36])[CH:26]=3)[O:24]2)[CH:19]=1)(=[O:13])=[O:12] |f:2.3,5.6|. Reactants: [Si](C)(C)(C(C)(C)C)OCCS(=O)(=O)C=1C(=C(C=C(C1)C(CCC(=O)C1=CC(=C(C(=C1)OC)OC)OC)=O)OC)OCCC (1-(5-(2-t-butyldimethylsilyloxyethylsulfonyl)-4-n-propoxy-3-methoxyphenyl)-4-(3,4,5-trimethoxyphenyl)butan-1,4-dione), [N+](CCCC)(CCCC)(CCCC)CCCC.[F-] (n-Bu4NF), C(=O)(C(F)(F)F)O (TFA), [Si](C)(C)(C(C)(C)C)OCCS(=O)(=O)C=1C(=C(C=C(C1)[C@H](CCC(C1=CC(=C(C(=C1)OC)OC)OC)=O)O)OC)OCCC (1-(5-(2-t-butyldimethylsilyloxyethylsulfonyl)-4-n-propoxy-3-methoxyphenyl)-4-oxo-4-(3,4,5-trimethoxyphenyl)-(1S)-butanol), [BH4-].[Na+] (NaBH4). Solvent: CO (MeOH), C1CCOC1 (THF), C(Cl)(Cl)Cl (CHCl3), C1CCOC1 (THF). Reported procedure: 1-(5-(2-t-butyldimethylsilyloxyethylsulfonyl)-4-n-propoxy-3-methoxyphenyl)-4-(3,4,5-trimethoxyphenyl) butane-1,4-dione from step A is stereospecifically reduced with (S)-BINAL-H (J. Am. Chem. Soc. 1984, 106, 6709) to 1-(5-(2-t-butyldimethylsilyloxyethylsulfonyl)-4-n-propoxy-3-methoxyphenyl)-4-oxo-4-(3,4,5-trimethoxyphenyl)-(1S)-butanol (step A'). This compound is reduced (NaBH4, THF, MeOH), cyclized (TFA, CHCl3), desilylated (n-Bu4NF, THF), and purified by chromatography on silica gel using proc... The reactants are CCOCC (ether), ClC1=CC=C(C=C1)[SiH](OC(C)C)C1=CC=C(C=C1)Cl (bis(4-chlorophenyl](2-propoxy)silane), [Na].N1C=NC=C1 (imidazole sodium salt). The solvent is C(C)(=O)OCC (ethyl acetate), CN(C=O)C (dimethylformamide). Product: ClC1=CC=C(C=C1)[Si](CN1C=NC=C1)(O)C1=CC=C(C=C1)Cl ([bis(4-chlorophenyl)]hydroxy(1H-imidazol-1-ylmethyl)silane). The yield is 19.0%. As a reaction SMILES: [Cl:1][C:2]1[CH:7]=[CH:6][C:5]([SiH:8]([C:13]2[CH:18]=[CH:17][C:16]([Cl:19])=[CH:15][CH:14]=2)[O:9]C(C)C)=[CH:4][CH:3]=1.[Na].[NH:21]1[CH:25]=[CH:24][N:23]=[CH:22]1.[CH3:26]COCC>CN(C)C=O.C(OCC)(=O)C>[Cl:19][C:16]1[CH:15]=[CH:14][C:13]([Si:8]([C:5]2[CH:4]=[CH:3][C:2]([Cl:1])=[CH:7][CH:6]=2)([OH:9])[CH2:26][N:21]2[CH:25]=[CH:24][N:23]=[CH:22]2)=[CH:18][CH:17]=1 |f:1.2,^1:19|. Procedure: A mixture of 5.5 g (15.3 mmol) of chloromethyl[bis(4-chlorophenyl](2-propoxy)silane and 1.5 g (17 mmol) of imidazole sodium salt in dimethylformamide was warmed to 80° to 90° for 2 hours, cooled, diluted with ethyl acetate, washed three times with water and once with brine, dried over magnesium sulfate, and evaporated to leave a viscous oil. Trituration with ether gave 1.0 g (19%) of the title compound as a colorless solid: m.p. 131°-133°; nmr (CD3SOCD3) 4.1 (2H, s), 6.8 (1H, s), 6.9 (1H, s), 7....